This data is from the Open Reaction Database (ORD), a public repository of structured organic reaction records. The task is: describe an organic reaction: reactants, conditions, products, and yield Starting materials: COC(=O)c1ccc(N2CCN(C(=O)OC(C)(C)C)CC2)cc1NC(=O)OC(C)(C)C, CO, O=C1CCC(=O)N1Cl, ClCCl, O=C(O)C(F)(F)F. Yields the product COC(=O)c1cc(Cl)c(N2CCN(C(=O)OC(C)(C)C)CC2)cc1NC(=O)OC(C)(C)C. As a reaction SMILES: [C:1]([CH3:2])([CH3:3])([CH3:4])[O:5][C:6](=[O:7])[NH:8][c:9]1[cH:10][c:11]([N:19]2[CH2:20][CH2:21][N:22]([C:25](=[O:26])[O:27][C:28]([CH3:29])([CH3:30])[CH3:31])[CH2:23][CH2:24]2)[cH:12][cH:13][c:14]1[C:15](=[O:16])[O:17][CH3:18].[CH3:47][OH:48].[Cl:39][N:40]1[C:41](=[O:42])[CH2:43][CH2:44][C:45]1=[O:46].[Cl:49][CH2:50][Cl:51].[F:32][C:33]([F:34])([F:35])[C:36]([OH:37])=[O:38]>>[C:1]([CH3:2])([CH3:3])([CH3:4])[O:5][C:6](=[O:7])[NH:8][c:9]1[cH:10][c:11]([N:19]2[CH2:20][CH2:21][N:22]([C:25](=[O:26])[O:27][C:28]([CH3:29])([CH3:30])[CH3:31])[CH2:23][CH2:24]2)[c:12]([Cl:39])[cH:13][c:14]1[C:15](=[O:16])[O:17][CH3:18]. The reactants are CCOC(=O)C1C(=O)CN(Cc2ccccc2)C1C, [Na+], [Na+], O=C([O-])[O-], O, O=S(=O)(O)O. Yields the product CC1CC(=O)CN1Cc1ccccc1. As a reaction SMILES: [CH2:1]([c:2]1[cH:3][cH:4][cH:5][cH:6][cH:7]1)[N:8]1[CH:9]([CH3:19])[CH:10]([C:14]([O:15][CH2:16][CH3:17])=[O:18])[C:11](=[O:13])[CH2:12]1.[Na+:20].[Na+:21].[O-:22][C:23](=[O:24])[O-:25].[OH2:26].[S:27](=[O:28])(=[O:29])([OH:30])[OH:31]>>[CH2:1]([c:2]1[cH:3][cH:4][cH:5][cH:6][cH:7]1)[N:8]1[CH:9]([CH3:19])[CH2:10][C:11](=[O:13])[CH2:12]1. The reactants are ClC=1C(=C(C=CC1)NC1=NC=NC2=CC(=C(C=C12)CN(C1(CCNCC1)C(=O)N)C)OC)F (4-[({4-[(3-Chloro-2-fluorophenyl)amino]-7-methoxyquinazolin-6-yl}methyl)(methyl)amino]piperidine-4-carboxamide), C=O (paraformaldehyde). Product: ClC=1C(=C(C=CC1)NC1=NC=NC2=CC(=C(C=C12)CN(C1(CCN(CC1)C)C(=O)N)C)OC)F (4-[({4-[(3-chloro-2-fluorophenyl)amino]-7-methoxyquinazolin-6-yl}methyl)(methyl)amino]-1-methylpiperidine-4-carboxamide). Reaction SMILES: [Cl:1][C:2]1[C:3]([F:33])=[C:4]([NH:8][C:9]2[C:18]3[C:13](=[CH:14][C:15]([O:31][CH3:32])=[C:16]([CH2:19][N:20]([CH3:30])[C:21]4([C:27]([NH2:29])=[O:28])[CH2:26][CH2:25][NH:24][CH2:23][CH2:22]4)[CH:17]=3)[N:12]=[CH:11][N:10]=2)[CH:5]=[CH:6][CH:7]=1.[CH2:34]=O>>[Cl:1][C:2]1[C:3]([F:33])=[C:4]([NH:8][C:9]2[C:18]3[C:13](=[CH:14][C:15]([O:31][CH3:32])=[C:16]([CH2:19][N:20]([CH3:30])[C:21]4([C:27]([NH2:29])=[O:28])[CH2:26][CH2:25][N:24]([CH3:34])[CH2:23][CH2:22]4)[CH:17]=3)[N:12]=[CH:11][N:10]=2)[CH:5]=[CH:6][CH:7]=1. Procedure: 4-[({4-[(3-Chloro-2-fluorophenyl)amino]-7-methoxyquinazolin-6-yl}methyl)(methyl)amino]piperidine-4-carboxamide (Example 16) was reacted with paraformaldehyde using an analogous method to that described for the equivalent step in Example 11 to give 4-[({4-[(3-chloro-2-fluorophenyl)amino]-7-methoxyquinazolin-6-yl}methyl)(methyl)amino]-1-methylpiperidine-4-carboxamide; 1H NMR Spectrum: (DMSO d6) 1.80 (m, 2H); 2.03-2.17 (m, 10H); 2.66 (m, 2H); 3.64 (s, 2H); 3.95 (s, 3H); 7.08 (s, 1H); 7.17 (m, 2H); ...